From a dataset of the Open Reaction Database (ORD), a public repository of structured organic reaction records. describe an organic reaction: reactants, conditions, products, and yield The reactants are FC1=C(C=C(CN[C@@H]2[C@@H](CCC2)C(=O)OC)C=C1)C (methyl (1R,2S)-2-[(4-fluoro-3-methylbenzyl)amino]cyclopentanecarboxylate), CS(=O)(=O)NC1=CC2=C(NC(=NS2(=O)=O)CC(=O)O)C=C1 ((7-methanesulfonylamino-1,1-dioxo-1,4-dihydro-1λ6-benzo[1,2,4]thiadiazin-3-yl)-acetic acid), CN1CCOCC1 (N-methylmorpholine), Cl.CN(CCCN=C=NCC)C (1-(3-dimethylaminopropyl)-3-ethylcarbodiimide hydrochloride), Cl (hydrochloric acid). Solvent: CN(C=O)C (N,N-dimethylformamide). Reaction conditions: temperature 25 celsius, time 2.5 hour. Product: FC1=C(C=C(CN2C(C(=C([C@@H]3CCC[C@H]23)O)C2=NS(C3=C(N2)C=CC(=C3)NS(=O)(=O)C)(=O)=O)=O)C=C1)C ((4aR,7aS)-N-{3-[1-(4-Fluoro-3-methyl-benzyl)-4-hydroxy-2-oxo-2,4a,5,6,7,7a-hexahydro-1H-[1]pyrindin-3-yl]-1,1-dioxo-1,4-dihydro-1λ6-benzo[1,2,4]thiadiazin-7-yl}-methanesulfonamide). As a reaction SMILES: [F:1][C:2]1[CH:18]=[CH:17][C:5]([CH2:6][NH:7][C@H:8]2[CH2:12][CH2:11][CH2:10][C@H:9]2[C:13]([O:15]C)=O)=[CH:4][C:3]=1[CH3:19].[CH3:20][S:21]([NH:24][C:25]1[CH:40]=[CH:39][C:28]2[NH:29][C:30]([CH2:35][C:36](O)=[O:37])=[N:31][S:32](=[O:34])(=[O:33])[C:27]=2[CH:26]=1)(=[O:23])=[O:22].CN1CCOCC1.Cl.CN(C)CCCN=C=NCC.Cl>CN(C)C=O>[F:1][C:2]1[CH:18]=[CH:17][C:5]([CH2:6][N:7]2[C@@H:8]3[C@@H:9]([CH2:10][CH2:11][CH2:12]3)[C:13]([OH:15])=[C:35]([C:30]3[NH:29][C:28]4[CH:39]=[CH:40][C:25]([NH:24][S:21]([CH3:20])(=[O:23])=[O:22])=[CH:26][C:27]=4[S:32](=[O:33])(=[O:34])[N:31]=3)[C:36]2=[O:37])=[CH:4][C:3]=1[CH3:19] |f:3.4|. Procedure: To a stirred solution of methyl (1R,2S)-2-[(4-fluoro-3-methylbenzyl)amino]cyclopentanecarboxylate (120 mg, 0.45 mmol) and (7-methanesulfonylamino-1,1-dioxo-1,4-dihydro-1λ6-benzo[1,2,4]thiadiazin-3-yl)-acetic acid (prepared as described in Example 1j, 150 mg, 0.45 mmol) in anhydrous N,N-dimethylformamide (4 mL) under a nitrogen atmosphere, N-methylmorpholine (0.15 mL, 1.40 mmol) and 1-(3-dimethylaminopropyl)-3-ethylcarbodiimide hydrochloride (86 mg, 0.45 mmol) were added sequentially. The mixture... Starting materials: C(C(=O)Cl)(=O)Cl (oxalyl chloride), CN(C=O)C (N,N-dimethylformamide), COC(C1=CC(=NC=C1)C=1C=C2C=CNC2=CC1)=O (2-(1H-indol-5-yl)isonicotinic acid methyl ester). Solvent: ClCCl (dichloromethane). Conditions: temperature 0 celsius, time 30 minute. The product is COC(C1=CC(=NC=C1)C=1C=C2C(=CNC2=CC1)C=O)=O (2-(3-formyl-1H-indol-5-yl)isonicotinic acid methyl ester). As a reaction SMILES: [C:1](Cl)(=[O:5])[C:2](Cl)=O.CN(C)C=O.[CH3:12][O:13][C:14](=[O:30])[C:15]1[CH:20]=[CH:19][N:18]=[C:17]([C:21]2[CH:22]=[C:23]3[C:27](=[CH:28][CH:29]=2)[NH:26][CH:25]=C3)[CH:16]=1>ClCCl>[CH3:12][O:13][C:14](=[O:30])[C:15]1[CH:20]=[CH:19][N:18]=[C:17]([C:21]2[CH:22]=[C:23]3[C:27](=[CH:28][CH:29]=2)[NH:26][CH:25]=[C:2]3[CH:1]=[O:5])[CH:16]=1. Procedure: To anhydrous dichloromethane (35 mL) was added oxalyl chloride (0.23 mL, 2.71 mmol). N,N-dimethylformamide (0.27 mL, 3.48 mmol) was added at 0° C., and the mixture was stirred for 30 min at 0° C. To this reaction solution was added 2-(1H-indol-5-yl)isonicotinic acid methyl ester (0.44 g, 1.74 mmol) obtained in Preparation 36, which was then stirred for 1 h at room temperature. The solvent was removed, tetrahydrofuran (40 mL) and 20% aqueous ammonium acetate solution (30 mL) were added, and the m... Reactants: C1CCC2=NCCCN2CC1, COCCO, COCCOC, CS(=O)(=O)c1nc(N)nc(-c2ccc3c(c2)OCO3)c1C#N. Yields the product COCCOc1nc(N)nc(-c2ccc3c(c2)OCO3)c1C#N. As a reaction SMILES: [CH2:28]1[CH2:29][CH2:30][C:31]2=[N:36][CH2:35][CH2:34][CH2:33][N:32]2[CH2:37][CH2:38]1.[CH3:23][O:24][CH2:25][CH2:26][OH:27].[CH3:39][O:40][CH2:41][CH2:42][O:43][CH3:44].[NH2:1][c:2]1[n:3][c:4]([S:19]([CH3:20])(=[O:21])=[O:22])[c:5]([C:17]#[N:18])[c:6](-[c:8]2[cH:9][c:10]3[c:11]([cH:15][cH:16]2)[O:12][CH2:13][O:14]3)[n:7]1>>[NH2:1][c:2]1[n:3][c:4]([O:27][CH2:26][CH2:25][O:24][CH3:23])[c:5]([C:17]#[N:18])[c:6](-[c:8]2[cH:9][c:10]3[c:11]([cH:15][cH:16]2)[O:12][CH2:13][O:14]3)[n:7]1. Reaction SMILES: S(Cl)([Cl:3])=O.O[CH2:6][CH2:7][C:8]1[C:9]([CH3:28])=[N:10][C:11]2[N:12]([C:15]([CH3:27])=[N:16][C:17]=2[C:18]2[C:23]([CH3:24])=[CH:22][C:21]([CH3:25])=[CH:20][C:19]=2[CH3:26])[C:13]=1[OH:14]>C1(C)C=CC=CC=1>[Cl:3][CH2:6][CH2:7][C:8]1[C:9]([CH3:28])=[N:10][C:11]2[N:12]([C:15]([CH3:27])=[N:16][C:17]=2[C:18]2[C:23]([CH3:24])=[CH:22][C:21]([CH3:25])=[CH:20][C:19]=2[CH3:26])[C:13]=1[OH:14]. The solvent is C1(=CC=CC=C1)C (toluene). Isolated yield 68.0%. Conditions: time 1 hour. Reported procedure: Thionyl chloride (112 mL, 1.54 mmol) was added to a solution of 3-(2-hydroxyethyl)-8-mesityl-2,6-dimethylimidazo[1,5-a]pyrimidin-4-ol (500 mg, 1.54 mmol) in toluene (5 mL) at 80° C., followed by stirring for one hour. After cooling to room temperature, the resulting crystals were washed with diethyl ether, to give the title compound (360 mg) as pale brown crystals. Product: ClCCC=1C(=NC=2N(C1O)C(=NC2C2=C(C=C(C=C2C)C)C)C)C (3-(2-Chloroethyl)-8-mesityl-2,6-dimethylimidazo[1,5-a]pyrimidin-4-ol). The reactants are S(=O)(Cl)Cl (Thionyl chloride), OCCC=1C(=NC=2N(C1O)C(=NC2C2=C(C=C(C=C2C)C)C)C)C (3-(2-hydroxyethyl)-8-mesityl-2,6-dimethylimidazo[1,5-a]pyrimidin-4-ol).